This data is from the Open Reaction Database (ORD), a public repository of structured organic reaction records. The task is: describe an organic reaction: reactants, conditions, products, and yield Reactants: CO, COC(=O)CCC(=O)NC1CCN(Cc2ccc(Cl)c(Cl)c2)CC1, [Li+], [OH-], O. The product is O=C([O-])CCC(=O)NC1CCN(Cc2ccc(Cl)c(Cl)c2)CC1, [Li+]. RXN SMILES: [CH3:27][OH:28].[Cl:1][c:2]1[cH:3][c:4]([CH2:5][N:6]2[CH2:7][CH2:8][CH:9]([NH:12][C:13]([CH2:14][CH2:15][C:16](=[O:17])[O:18][CH3:19])=[O:20])[CH2:10][CH2:11]2)[cH:21][cH:22][c:23]1[Cl:24].[Li+:25].[OH-:26].[OH2:29]>>[Cl:1][c:2]1[cH:3][c:4]([CH2:5][N:6]2[CH2:7][CH2:8][CH:9]([NH:12][C:13]([CH2:14][CH2:15][C:16](=[O:17])[O-:18])=[O:20])[CH2:10][CH2:11]2)[cH:21][cH:22][c:23]1[Cl:24].[Li+:25].